Dataset: the Open Reaction Database (ORD), a public repository of structured organic reaction records. Task: describe an organic reaction: reactants, conditions, products, and yield Run in C1CCOC1 (THF). Procedure details: Diethylazodicarboxylate (0.47 ml) was added dropwise over 30 minutes to a stirred mixture of 1-(4-pyridyl)-4-piperidinol (534 mg), methyl 4-hydroxyphenoxyacetate (546 mg), triphenylphosphine (787 mg) and dry THF (30 ml) in an atmosphere of argon and cooled to 4° C. After 1 hour at 4° C., the mixture was allowed to reach ambient temperature and stirred for 48 hours. The solvent was removed by evaporation and the residue purified by flash chromatography on silica eluting with 5% v/v methanol/dichl... Reaction SMILES: CCOC(/N=N/C(OCC)=O)=O.[N:13]1[CH:18]=[CH:17][C:16]([N:19]2[CH2:24][CH2:23][CH:22]([OH:25])[CH2:21][CH2:20]2)=[CH:15][CH:14]=1.O[C:27]1[CH:38]=[CH:37][C:30]([O:31][CH2:32][C:33]([O:35][CH3:36])=[O:34])=[CH:29][CH:28]=1.C1(P(C2C=CC=CC=2)C2C=CC=CC=2)C=CC=CC=1>C1COCC1>[N:13]1[CH:18]=[CH:17][C:16]([N:19]2[CH2:24][CH2:23][CH:22]([O:25][C:27]3[CH:38]=[CH:37][C:30]([O:31][CH2:32][C:33]([O:35][CH3:36])=[O:34])=[CH:29][CH:28]=3)[CH2:21][CH2:20]2)=[CH:15][CH:14]=1. The product is N1=CC=C(C=C1)N1CCC(CC1)OC1=CC=C(OCC(=O)OC)C=C1 (Methyl 4-[1-(4-pyridyl)piperidin-4-yl]oxyphenoxyacetate). Reaction conditions: temperature 4 celsius, time 1 hour. Reactants: CCOC(=O)/N=N/C(=O)OCC (Diethylazodicarboxylate), N1=CC=C(C=C1)N1CCC(CC1)O (1-(4-pyridyl)-4-piperidinol), OC1=CC=C(OCC(=O)OC)C=C1 (methyl 4-hydroxyphenoxyacetate), C1(=CC=CC=C1)P(C1=CC=CC=C1)C1=CC=CC=C1 (triphenylphosphine). Reactants: C(#N)C1=CC=C(C=C1)[C@@H]1CC[C@H](CC1)C=O (trans-4-(p-cyanophenyl)cyclohexanecarboxaldehyde), O (water), potassium t-butylate. Reagents/catalysts: [Br-].C(CCC)[P+](C1=CC=CC=C1)(C1=CC=CC=C1)C1=CC=CC=C1 (butyltriphenylphosphonium bromide). The solvent is COC(C)(C)C (t-butyl methyl ether), COC(C)(C)C (t-butyl methyl ether). Run at time 1 hour. Yields the product residue, C(=CCCC)[C@@H]1CC[C@H](CC1)C1=CC=C(C#N)C=C1 (p-[trans-4-(1-pentenyl)cyclohexyl]benzonitrile). Yield: 199.9%. RXN SMILES: [C:1]([C:3]1[CH:8]=[CH:7][C:6]([C@H:9]2[CH2:14][CH2:13][C@H:12]([CH:15]=O)[CH2:11][CH2:10]2)=[CH:5][CH:4]=1)#[N:2].O>[Br-].C([P+](C1C=CC=CC=1)(C1C=CC=CC=1)C1C=CC=CC=1)CCC.COC(C)(C)C>[CH:15]([C@H:12]1[CH2:13][CH2:14][C@H:9]([C:6]2[CH:7]=[CH:8][C:3]([C:1]#[N:2])=[CH:4][CH:5]=2)[CH2:10][CH2:11]1)=[CH:1][CH2:3][CH2:4][CH3:5] |f:2.3|. Procedure: A suspension of 3.6 g of butyltriphenylphosphonium bromide in 40 ml of t-butyl methyl ether was placed at room temperature while gassing with argon in a sulphonation flask provided with a thermometer, mechanical stirrer, dropping funnel and solid substance addition tube, treated with 1.01 g of potassium t-butylate and stirred at room temperature for a further 1 hour. The deep orange, heterogeneous mixture was subsequently cooled to -60° C. and treated within 15 minutes with a solution of 1.28 g ... Reactants: ClC1=CC2=C(SC=C2CN2C(N(CC2)C=2SC(=C(N2)C)C(=O)O)=O)C=C1 (2-(3-((5-chlorobenzo[b]thiophen-3-yl)methyl)-2-oxoimidazolidin-1-yl)-4-methylthiazole-5-carboxylic acid), CC=1N=C(SC1C(=O)O)N1C(N(CC1)CC1=NC=CC=C1)=O (4-methyl-2-(2-oxo-3-(pyridin-2-ylmethyl)imidazolidin-1-yl)thiazole-5-carboxylic acid), NCC=1C=NC=CC1 (3-(aminomethyl)pyridine). The product is CC=1N=C(SC1C(=O)NCC=1C=NC=CC1)N1C(N(CC1)CC1=NC=CC=C1)=O (4-methyl-2-(2-oxo-3-(pyridin-2-ylmethyl)imidazolidin-1-yl)-N-(pyridin-3-ylmethyl)thiazole-5-carboxamide). Isolated yield 12.0%. Reaction SMILES: ClC1C=CC2SC=C(CN3CCN(C4SC(C(O)=O)=C(C)N=4)C3=O)C=2C=1.[CH3:27][C:28]1[N:29]=[C:30]([N:36]2[CH2:40][CH2:39][N:38]([CH2:41][C:42]3[CH:47]=[CH:46][CH:45]=[CH:44][N:43]=3)[C:37]2=[O:48])[S:31][C:32]=1[C:33]([OH:35])=O.[NH2:49][CH2:50][C:51]1[CH:52]=[N:53][CH:54]=[CH:55][CH:56]=1>>[CH3:27][C:28]1[N:29]=[C:30]([N:36]2[CH2:40][CH2:39][N:38]([CH2:41][C:42]3[CH:47]=[CH:46][CH:45]=[CH:44][N:43]=3)[C:37]2=[O:48])[S:31][C:32]=1[C:33]([NH:49][CH2:50][C:51]1[CH:52]=[N:53][CH:54]=[CH:55][CH:56]=1)=[O:35]. Procedure: Following the procedure as described in Example 32, making variations as required to replace 2-(3-((5-chlorobenzo[b]thiophen-3-yl)methyl)-2-oxoimidazolidin-1-yl)-4-methylthiazole-5-carboxylic acid with 4-methyl-2-(2-oxo-3-(pyridin-2-ylmethyl)imidazolidin-1-yl)thiazole-5-carboxylic acid to react with 3-(aminomethyl)pyridine, the title compound was obtained as a colorless solid in 12% yield: mp 58-61° C. (dichloromethane/hexanes); 1H NMR (300 MHz, CDCl3) δ 8.56-8.48 (m, 3H), 7.69-7.64 (m, 2H), 7.3...